Dataset: the Open Reaction Database (ORD), a public repository of structured organic reaction records. Task: describe an organic reaction: reactants, conditions, products, and yield Starting materials: C[Si](C)(C)N[Si](C)(C)C, C[Si](C)(C)[N-][Si](C)(C)C, CN(C)C=O, CC#N, [Li+], [Li], Nc1ccccc1, C1CCOC1, O=C(O)c1ccccc1. As a reaction SMILES: [CH3:17][Si:18]([CH3:19])([CH3:20])[NH:21][Si:22]([CH3:23])([CH3:24])[CH3:25].[CH3:28][Si:29]([N-:30][Si:31]([CH3:32])([CH3:33])[CH3:34])([CH3:35])[CH3:36].[CH3:37][N:38]([CH3:39])[CH:40]=[O:41].[CH3:42][C:43]#[N:44].[Li+:27].[Li:26].[NH2:10][c:11]1[cH:12][cH:13][cH:14][cH:15][cH:16]1.[O:45]1[CH2:46][CH2:47][CH2:48][CH2:49]1.[OH:1][C:2](=[O:3])[c:4]1[cH:5][cH:6][cH:7][cH:8][cH:9]1>>[c:4]1([NH:10][c:11]2[cH:12][cH:13][cH:14][cH:15][cH:16]2)[cH:5][cH:6][cH:7][cH:8][cH:9]1. Yields the product c1ccc(Nc2ccccc2)cc1. Starting materials: CO, Cl, COC(=O)c1ccc(C2CCCN2C(=O)OCc2ccccc2)cc1F, [Li+], C1CCOC1, [OH-], O, O. Yields the product O=C(O)c1ccc(C2CCCN2C(=O)OCc2ccccc2)cc1F. As a reaction SMILES: [CH3:37][OH:38].[ClH:30].[F:1][c:2]1[cH:3][c:4]([CH:12]2[N:13]([C:17](=[O:18])[O:19][CH2:20][c:21]3[cH:22][cH:23][cH:24][cH:25][cH:26]3)[CH2:14][CH2:15][CH2:16]2)[cH:5][cH:6][c:7]1[C:8](=[O:9])[O:10][CH3:11].[Li+:29].[O:31]1[CH2:32][CH2:33][CH2:34][CH2:35]1.[OH-:28].[OH2:27].[OH2:36]>>[F:1][c:2]1[cH:3][c:4]([CH:12]2[N:13]([C:17](=[O:18])[O:19][CH2:20][c:21]3[cH:22][cH:23][cH:24][cH:25][cH:26]3)[CH2:14][CH2:15][CH2:16]2)[cH:5][cH:6][c:7]1[C:8](=[O:9])[OH:10]. The reactants are [C]=O (carbon monoxide), C1(=CC(=CC=C1)C)C (m-Xylene), C(C)(C)(C)OOC(C)(C)C (di-tert-butyl peroxide), Pd(Xantphos)Cl2, [C]=O (carbon monoxide), C(C)O (ethanol). Run at temperature 120 celsius, time 16 hour. Yields the product CC=1C=C(C=CC1)CC(=O)OCC (ethyl m-methylphenylacetate). Yield: 89.9%. Reaction SMILES: [C:1]1([CH3:8])[CH:6]=[CH:5][CH:4]=[C:3]([CH3:7])[CH:2]=1.C(O[O:14][C:15]([CH3:18])(C)C)(C)(C)C.[C]=O.[CH2:21]([OH:23])C>>[CH3:8][C:1]1[CH:2]=[C:3]([CH2:7][C:21]([O:14][CH2:15][CH3:18])=[O:23])[CH:4]=[CH:5][CH:6]=1 |^3:18|. Reported procedure: m-Xylene (1.59 g), ethanol (46 mg), di-tert-butyl peroxide (73 mg, 1 equivalent), and Pd(Xantphos)Cl2 (3.8 mg, 1 mol %) were added into a reaction kettle, into which 10 atm carbon monoxide was introduced. The reaction was heated to 120° C., and stirred at this constant temperature for 16 h. After the reaction was completed, carbon monoxide was discharged, and 80 mg ethyl m-methylphenylacetate was obtained by column chromatography, in a yield of 90%. 1HNMR (400 MHz, CDCl3) δ 1.23 (t, J=7.2 Hz, 3H... Reactants: OC1=CC=C(C=C1)C1=CC=C(C(=O)O)C=C1 (4-(4-hydroxyphenyl)benzoic acid), Cl.C(C)OC([C@@H](N)CC1=CC=CC=C1)=O (L-phenylalanine ethyl ester hydrochloride), CCN=C=NCCCN(C)C.Cl (WSC.HCl), C=1C=CC2=C(C1)N=NN2O (HOBT). The solvent is CN(C)C=O (DMF), C(C)N(CC)CC (triethylamine), O (Water). Reaction conditions: time 14 hour. The product is crude product, Cl.C(C)OC([C@@H](NC(C1=CC=C(C=C1)C1=CC=C(C=C1)OCCCCNC)=O)CC1=CC=CC=C1)=O (N-[4-[4-(4-Methylaminobutoxy)phenyl]benzoyl]-L-phenylalanine ethyl ester hydrochloride). Reaction SMILES: [OH:1][C:2]1[CH:7]=[CH:6][C:5]([C:8]2[CH:16]=[CH:15][C:11]([C:12]([OH:14])=O)=[CH:10][CH:9]=2)=[CH:4][CH:3]=1.[ClH:17].[CH2:18]([O:20][C:21](=[O:31])[C@H:22]([CH2:24][C:25]1[CH:30]=[CH:29][CH:28]=[CH:27][CH:26]=1)[NH2:23])[CH3:19].CCN=C=N[CH2:37][CH2:38][CH2:39][N:40]([CH3:42])C.Cl.[CH:44]1C=CC2N(O)N=NC=2C=1>CN(C=O)C.O.C(N(CC)CC)C>[ClH:17].[CH2:18]([O:20][C:21](=[O:31])[C@H:22]([CH2:24][C:25]1[CH:30]=[CH:29][CH:28]=[CH:27][CH:26]=1)[NH:23][C:12](=[O:14])[C:11]1[CH:10]=[CH:9][C:8]([C:5]2[CH:4]=[CH:3][C:2]([O:1][CH2:44][CH2:37][CH2:38][CH2:39][NH:40][CH3:42])=[CH:7][CH:6]=2)=[CH:16][CH:15]=1)[CH3:19] |f:1.2,3.4,9.10|. Reported procedure: To a solution of 4-(4-hydroxyphenyl)benzoic acid (3.0 g) and L-phenylalanine ethyl ester hydrochloride (3.38 g) in DMF (30 ml) were added WSC.HCl (2.7 g), HOBT (1.89 g) and triethylamine (2 ml), and the mixture was stirred at room temperature for 14 hours. Water was added to the reaction mixture and the mixture was extracted with ethyl acetate. The organic layer was washed successively with a 10% aqueous citric acid solution, water, a saturated aqueous sodium hydrogen-carbonate solution, water a... Reactants: CCCCc1nc(CCCC)n(Cc2ccc(-c3ccccc3C(=O)OC)cc2)n1, CCO, [Na+], [OH-]. Product: CCCCc1nc(CCCC)n(Cc2ccc(-c3ccccc3C(=O)O)cc2)n1. RXN SMILES: [CH2:1]([CH2:2][CH2:3][CH3:4])[c:5]1[n:6][n:7]([CH2:14][c:15]2[cH:16][cH:17][c:18](-[c:21]3[c:22]([C:27](=[O:28])[O:29][CH3:30])[cH:23][cH:24][cH:25][cH:26]3)[cH:19][cH:20]2)[c:8]([CH2:10][CH2:11][CH2:12][CH3:13])[n:9]1.[CH3:33][CH2:34][OH:35].[Na+:32].[OH-:31]>>[CH2:1]([CH2:2][CH2:3][CH3:4])[c:5]1[n:6][n:7]([CH2:14][c:15]2[cH:16][cH:17][c:18](-[c:21]3[c:22]([C:27](=[O:28])[OH:29])[cH:23][cH:24][cH:25][cH:26]3)[cH:19][cH:20]2)[c:8]([CH2:10][CH2:11][CH2:12][CH3:13])[n:9]1. Reactants: [Br-], CON(C)C(=O)C(Cc1ccc(Br)cc1)NC(=O)OC(C)(C)C, C1CCOC1, CCC[Mg+]. Yields the product CCCC(=O)C(Cc1ccc(Br)cc1)NC(=O)OC(C)(C)C. As a reaction SMILES: [Br-:1].[Br:6][c:7]1[cH:8][cH:9][c:10]([CH2:13][CH:14]([C:15](=[O:16])[N:17]([O:18][CH3:19])[CH3:20])[NH:21][C:22]([O:23][C:24]([CH3:25])([CH3:26])[CH3:27])=[O:28])[cH:11][cH:12]1.[CH2:29]1[O:30][CH2:31][CH2:32][CH2:33]1.[CH2:2]([CH2:3][CH3:4])[Mg+:5]>>[CH2:2]([CH2:3][CH3:4])[C:15]([CH:14]([CH2:13][c:10]1[cH:9][cH:8][c:7]([Br:6])[cH:12][cH:11]1)[NH:21][C:22]([O:23][C:24]([CH3:25])([CH3:26])[CH3:27])=[O:28])=[O:16].